Dataset: the Open Reaction Database (ORD), a public repository of structured organic reaction records. Task: describe an organic reaction: reactants, conditions, products, and yield Reactants: C#Cc1ccc(F)cc1F, CC(C)c1nnc2ccc(Cl)nn12, [Cu]I, CN(C)C=O. Reaction SMILES: [C:14](#[CH:15])[c:16]1[c:17]([F:23])[cH:18][c:19]([F:22])[cH:20][cH:21]1.[Cl:1][c:2]1[cH:3][cH:4][c:5]2[n:6]([n:7]1)[c:8]([CH:11]([CH3:12])[CH3:13])[n:9][n:10]2.[Cu:29][I:30].[O:24]=[CH:25][N:26]([CH3:27])[CH3:28]>>[c:2]1([C:15]#[C:14][c:16]2[c:17]([F:23])[cH:18][c:19]([F:22])[cH:20][cH:21]2)[cH:3][cH:4][c:5]2[n:6]([n:7]1)[c:8]([CH:11]([CH3:12])[CH3:13])[n:9][n:10]2. The product is CC(C)c1nnc2ccc(C#Cc3ccc(F)cc3F)nn12. The reactants are BrC1=NN(C=C1Br)C(CO)C (3,4-dibromo-β-methylpyrazole-1-ethanol), [OH-].[Na+] (sodium hydroxide), [Mn](=O)(=O)(=O)[O-].[K+] (potassium permanganate), S(O)(O)(=O)=O (sulfuric acid), S([O-])(O)=O.[Na+] (sodium bisulfite). The reagents and catalysts are [O-2].[O-2].[Mn+4] (manganese dioxide). Solvent: O (water), O (water), O (water). Conditions: temperature 25 celsius, time 4 hour. Product: BrC1=NN(C=C1Br)C(C(=O)O)C (3,4-dibromo-α-methylpyrazole-1-acetic acid). Reaction SMILES: [Br:1][C:2]1[C:6]([Br:7])=[CH:5][N:4]([CH:8]([CH3:11])[CH2:9][OH:10])[N:3]=1.[OH-].[Na+].[Mn]([O-])(=O)(=O)=[O:15].[K+].S(=O)(=O)(O)O.S(=O)(O)[O-].[Na+]>O.[O-2].[O-2].[Mn+4]>[Br:1][C:2]1[C:6]([Br:7])=[CH:5][N:4]([CH:8]([CH3:11])[C:9]([OH:15])=[O:10])[N:3]=1 |f:1.2,3.4,6.7,9.10.11|. Procedure details: To a suspension of 3,4-dibromo-β-methylpyrazole-1-ethanol (2.8 g., 0.01 mole) prepared in Example 38, above, in sodium hydroxide (0.3 g., 0.0075 mole) and water (3.0 ml.), a solution of potassium permanganate (3.4 g., 0.0215 mole) in water (30 ml.) was added over a period of 20 minutes. A further 30 ml. of water was added and the reaction mixture was stirred at about 25° C. for 4 hours, followed by acidification with 6N sulfuric acid and addition of sodium bisulfite until all the precipitated ma... Yields the product O1COC2=C1C=CC(=C2)COC(=O)C=2SC(=C(C2)NC(=O)NCC2=CC=CC=C2)C (4-(3-benzyl-ureido)-5-methyl-thiophene-2-carboxylic acid 1,3-benzodioxol-5-ylmethyl ester). RXN SMILES: [O:1]1[C:5]2[CH:6]=[CH:7][C:8]([CH2:10][O:11][C:12]([C:14]3[S:15][C:16]([CH3:20])=[C:17]([NH2:19])[CH:18]=3)=[O:13])=[CH:9][C:4]=2[O:3][CH2:2]1.[CH2:21]([N:28]=[C:29]=[O:30])[C:22]1[CH:27]=[CH:26][CH:25]=[CH:24][CH:23]=1>O1CCOCC1.C(OCC)C>[O:1]1[C:5]2[CH:6]=[CH:7][C:8]([CH2:10][O:11][C:12]([C:14]3[S:15][C:16]([CH3:20])=[C:17]([NH:19][C:29]([NH:28][CH2:21][C:22]4[CH:27]=[CH:26][CH:25]=[CH:24][CH:23]=4)=[O:30])[CH:18]=3)=[O:13])=[CH:9][C:4]=2[O:3][CH2:2]1. Reaction conditions: time 72 hour. Isolated yield 66.0%. Solvent: O1CCOCC1 (1,4-dioxane), C(C)OCC (diethyl ether). Procedure: 5-Methyl-4-amino-thiophene-2-carboxylic acid 1,3-benzodioxol-5-ylmethyl ester from Step 2 (0.15 g, 0.5 mmol) was dissolved in hot 1,4-dioxane (6-8 mL) under an inert atmosphere, stirred, and treated with benzyl isocyanate (0.07 g, 0.5 mmol). After 72 hours at room temperature, the mixture was diluted with diethyl ether (50 mL). After another hour the precipitate was filtered off, rinsed with ether, and dried to afford 0.14 g of 4-(3-benzyl-ureido)-5-methyl-thiophene-2-carboxylic acid 1,3-benzodi... The reactants are O1COC2=C1C=CC(=C2)COC(=O)C=2SC(=C(C2)N)C (5-methyl-4-amino-thiophene-2-carboxylic acid 1,3-benzodioxol-5-ylmethyl ester), C(C1=CC=CC=C1)N=C=O (benzyl isocyanate). Reported procedure: 200 mg (0.516 mmol) of methyl 3-[6-(chlorodifluoromethyl)-2-methylpyridine-3-carbonyl]-2-hydroxy-1-methyl-4-oxocyclohex-2-enecarboxylate (compound A94-B34) is heated for 3 hours at a temperature of 120° C. in 8 ml of toluene in the presence of 0.18 ml (0.62 mmol) tris(trimethylsilyl)silane. The viscous residue which remains is chromatographed on silica gel. The pale yellow viscous oil which is obtained by eluting with a mixture of toluene, ethyl alcohol, dioxane, triethylamine and water (100:40:... Reactants: ClC(C1=CC=C(C(=N1)C)C(=O)C1=C(C(CCC1=O)(C(=O)OC)C)O)(F)F (methyl 3-[6-(chlorodifluoromethyl)-2-methylpyridine-3-carbonyl]-2-hydroxy-1-methyl-4-oxocyclohex-2-enecarboxylate), C[Si](C)(C)[SiH]([Si](C)(C)C)[Si](C)(C)C (tris(trimethylsilyl)silane). Yield: 76.8%. As a reaction SMILES: Cl[C:2]([F:26])([F:25])[C:3]1[N:8]=[C:7]([CH3:9])[C:6]([C:10]([C:12]2[C:17](=[O:18])[CH2:16][CH2:15][C:14]([CH3:23])([C:19]([O:21][CH3:22])=[O:20])[C:13]=2[OH:24])=[O:11])=[CH:5][CH:4]=1.C[Si]([SiH]([Si](C)(C)C)[Si](C)(C)C)(C)C>C1(C)C=CC=CC=1>[F:26][CH:2]([F:25])[C:3]1[N:8]=[C:7]([CH3:9])[C:6]([C:10]([C:12]2[C:17](=[O:18])[CH2:16][CH2:15][C:14]([CH3:23])([C:19]([O:21][CH3:22])=[O:20])[C:13]=2[OH:24])=[O:11])=[CH:5][CH:4]=1. Solvent: C1(=CC=CC=C1)C (toluene). Product: FC(C1=CC=C(C(=N1)C)C(=O)C1=C(C(CCC1=O)(C(=O)OC)C)O)F (methyl 3-(6-difluoromethyl-2-methylpyridine-3-carbonyl)-2-hydroxy-1-methyl-4-oxocyclohex-2-enecarboxylate). The reactants are CC(=O)OC(C)(CCO)c1ccccc1-c1ccccc1, CO, ClC(Cl)Cl, [K+], [OH-], O. The product is CC(O)(CCO)c1ccccc1-c1ccccc1. RXN SMILES: [C:1](=[O:2])([CH3:3])[O:4][C:5]([CH2:6][CH2:7][OH:8])([CH3:9])[c:10]1[c:11](-[c:16]2[cH:17][cH:18][cH:19][cH:20][cH:21]2)[cH:12][cH:13][cH:14][cH:15]1.[CH3:24][OH:25].[CH:27]([Cl:28])([Cl:29])[Cl:30].[K+:23].[OH-:22].[OH2:26]>>[OH:4][C:5]([CH2:6][CH2:7][OH:8])([CH3:9])[c:10]1[c:11](-[c:16]2[cH:17][cH:18][cH:19][cH:20][cH:21]2)[cH:12][cH:13][cH:14][cH:15]1.